Dataset: the Open Reaction Database (ORD), a public repository of structured organic reaction records. Task: describe an organic reaction: reactants, conditions, products, and yield Starting materials: ClC(=O)OCC (Ethyl chloroformate), [OH-].[Na+] (sodium hydroxide), C(C=C)NC(=O)N(O)C1=CC=C(C=C1)Cl (1-Allyl-3-(4'-chlorophenyl)-3-hydroxyurea). Solvent: O (water), O1CCOCC1 (dioxane), O (water). Reaction conditions: time 0.5 hour. Yields the product ClC1=CC=C(C=C1)N1OC(N(C1=O)CC=C)=O (2-(4'-chlorophenyl)-4-allyl-1,2,4-oxadiazolidine-3,5-dione). Reaction SMILES: [CH2:1]([NH:4][C:5]([N:7]([C:9]1[CH:14]=[CH:13][C:12]([Cl:15])=[CH:11][CH:10]=1)[OH:8])=[O:6])[CH:2]=[CH2:3].[OH-].[Na+].Cl[C:19](OCC)=[O:20]>O1CCOCC1.O>[Cl:15][C:12]1[CH:11]=[CH:10][C:9]([N:7]2[C:5](=[O:6])[N:4]([CH2:1][CH:2]=[CH2:3])[C:19](=[O:20])[O:8]2)=[CH:14][CH:13]=1 |f:1.2|. Procedure: 1-Allyl-3-(4'-chlorophenyl)-3-hydroxyurea (6.0 g.) was dissolved in cooled dioxane (50 ml.) and a solution of sodium hydroxide (1.3 g.) in water (15 ml.) was added thereto. Ethyl chloroformate (3.2 g; 2.9 ml.) was added dropwise at 10°-15° C. with stirring and the stirring continued for about 1/2 hour after the addition was completed. The reaction mixture was poured into cold water (300 ml.), stirred and filtered to separate the precipitate. The precipitate was recrystallized from ethanol and dr... Yield: 69.0%. Reactants: BrN1C(CCC1=O)=O (N-bromosuccinimide), O (water), ClC1=C(NC2=NN(C(C2)=O)C2=C(C=C(C=C2Cl)Cl)Cl)C=C(C=C1)NC(CCCCCCCCCCCCC)=O (3-(2-chloro-5-tetradecanamidoanilino)-1-(2,4,6-trichlorophenyl)-2-pyrazolin-5-one), C(=O)(O)C=1C=C(C=CC1)N1N=NN=C1S (1-(3-carboxyphenyl)-5-mercaptotetrazole). The solvent is CN(C)C=O (DMF), CN(C)C=O (DMF). Reported procedure: 15 g of 3-(2-chloro-5-tetradecanamidoanilino)-1-(2,4,6-trichlorophenyl)-2-pyrazolin-5-one and 5.4 g of 1-(3-carboxyphenyl)-5-mercaptotetrazole were dissolved in 100 ml of DMF and to the solution was added dropwise at room temperature 20 ml of a DMF solution containing 4.9 g of N-bromosuccinimide. After stirring for 30 minutes, 500 ml of water was added to the mixture which was extracted with ethyl acetate. The ethyl acetate was distilled off under reduced pressure and the residue was crystallize... Yields the product ClC1=C(NC2=NN(C(C2SC2=NN=NN2C2=CC(=CC=C2)C(=O)O)=O)C2=C(C=C(C=C2Cl)Cl)Cl)C=C(C=C1)NC(CCCCCCCCCCCCC)=O (3-(2-chloro-5-tetradecanamidoanilino)-1-(2,4,6-trichlorophenyl)-4-[1-(3-carboxyphenyl)-5-tetrazolylthio]-2-pyrazolin-5-one). RXN SMILES: [Cl:1][C:2]1[CH:23]=[CH:22][C:21]([NH:24][C:25](=[O:39])[CH2:26][CH2:27][CH2:28][CH2:29][CH2:30][CH2:31][CH2:32][CH2:33][CH2:34][CH2:35][CH2:36][CH2:37][CH3:38])=[CH:20][C:3]=1[NH:4][C:5]1[CH2:9][C:8](=[O:10])[N:7]([C:11]2[C:16]([Cl:17])=[CH:15][C:14]([Cl:18])=[CH:13][C:12]=2[Cl:19])[N:6]=1.[C:40]([C:43]1[CH:44]=[C:45]([N:49]2[C:53]([SH:54])=[N:52][N:51]=[N:50]2)[CH:46]=[CH:47][CH:48]=1)([OH:42])=[O:41].BrN1C(=O)CCC1=O.O>CN(C=O)C>[Cl:1][C:2]1[CH:23]=[CH:22][C:21]([NH:24][C:25](=[O:39])[CH2:26][CH2:27][CH2:28][CH2:29][CH2:30][CH2:31][CH2:32][CH2:33][CH2:34][CH2:35][CH2:36][CH2:37][CH3:38])=[CH:20][C:3]=1[NH:4][C:5]1[CH:9]([S:54][C:53]2[N:49]([C:45]3[CH:46]=[CH:47][CH:48]=[C:43]([C:40]([OH:42])=[O:41])[CH:44]=3)[N:50]=[N:51][N:52]=2)[C:8](=[O:10])[N:7]([C:11]2[C:12]([Cl:19])=[CH:13][C:14]([Cl:18])=[CH:15][C:16]=2[Cl:17])[N:6]=1. Reaction conditions: time 30 minute.